Dataset: the Open Reaction Database (ORD), a public repository of structured organic reaction records. Task: describe an organic reaction: reactants, conditions, products, and yield Reactants: C(C#C)N1C2=C(NC(C3=C1C=CC=C3)=O)C=CC=N2 (5,11-dihydro-11-(prop-2-ynyl)-6H-pyrido[2,3-b][1,4]benzodiazepin-6-one), C=O (paraformaldehyde), N1CCOCC1 (morpholine). Yields the product N1(CCOCC1)CC#CCN1C2=C(NC(C3=C1C=CC=C3)=O)C=CC=N2 (5,11-Dihydro-11-[4-(4-morpholinyl)-but-2-ynyl]-6H-pyrido[2,3-b][1,4]benzodiazepin-6-one). The yield is 19.0%. As a reaction SMILES: [CH2:1]([N:4]1[C:10]2[CH:11]=[CH:12][CH:13]=[CH:14][C:9]=2[C:8](=[O:15])[NH:7][C:6]2[CH:16]=[CH:17][CH:18]=[N:19][C:5]1=2)[C:2]#[CH:3].[CH2:20]=O.[NH:22]1[CH2:27][CH2:26][O:25][CH2:24][CH2:23]1>>[N:22]1([CH2:20][C:3]#[C:2][CH2:1][N:4]2[C:10]3[CH:11]=[CH:12][CH:13]=[CH:14][C:9]=3[C:8](=[O:15])[NH:7][C:6]3[CH:16]=[CH:17][CH:18]=[N:19][C:5]2=3)[CH2:27][CH2:26][O:25][CH2:24][CH2:23]1. Procedure: Prepared analogously to Example lb) from 5,11-dihydro-11-(prop-2-ynyl)-6H-pyrido[2,3-b][1,4]benzodiazepin-6-one, paraformaldehyde and morpholine in a yield of 19% of theory. Colourless crystals, m.p. 168° C. Starting materials: CC=1C=C(C=CC1C)O (3,4-dimethylphenol), CC=1C=C(C=C(C1)C)O (3,5-dimethylphenol). Product: CC1=C(C(=CC=C1)C)O (2,6-dimethylphenol). As a reaction SMILES: CC1C=C([OH:9])C=CC=1C.[CH3:10][C:11]1[CH:12]=[C:13](O)[CH:14]=[C:15]([CH3:17])[CH:16]=1>>[CH3:10][C:11]1[CH:12]=[CH:13][CH:14]=[C:15]([CH3:17])[C:16]=1[OH:9]. Procedure: 3,4-dimethylphenol; 3,5-dimethylphenol; The reactants are C1(=CC=CC=C1)C(C(=O)NC1[C@@H]2N(C(=C(CS2)C(=O)OC)C(=O)OC(C2=CC=CC=C2)C2=CC=CC=C2)C1=O)C(=O)OC(C)(C)C (Benzhydryl 7-(2-phenyl-2-tert-butoxycarbonylacetamido)-3-methoxycarbonyl-3-cephem-4-carboxylate), [Na][Na] (disodium), C(=O)O (formic acid), C(C)C(C(=O)[O-])CCCC.[Na+] (sodium 2-ethylhexanoate). The solvent is C(C)(=O)OCC (ethyl acetate), C(C)O (ethanol). Product: [Na+].[Na+].C1(=CC=CC=C1)C(C(=O)NC1[C@@H]2N(C(=C(CS2)C(=O)OC)C(=O)[O-])C1=O)C(=O)O.C1(=CC=CC=C1)C(C(=O)NC1[C@@H]2N(C(=C(CS2)C(=O)OC)C(=O)[O-])C1=O)C(=O)O (7-(2-phenyl-2-carboxyacetamido)-3-methoxycarbonyl3-cephem-4-carboxylic acid disodium salt). As a reaction SMILES: [C:1]1([CH:7]([C:40]([O:42]C(C)(C)C)=[O:41])[C:8]([NH:10][CH:11]2[C:38](=[O:39])[N:13]3[C:14]([C:22]([O:24]C(C4C=CC=CC=4)C4C=CC=CC=4)=[O:23])=[C:15]([C:18]([O:20][CH3:21])=[O:19])[CH2:16][S:17][C@H:12]23)=[O:9])[CH:6]=[CH:5][CH:4]=[CH:3][CH:2]=1.C(O)=O.C(C(CCCC)C([O-])=O)C.[Na+:60].[Na][Na]>C(OCC)(=O)C.C(O)C>[Na+:60].[Na+:60].[C:1]1([CH:7]([C:40]([OH:42])=[O:41])[C:8]([NH:10][CH:11]2[C:38](=[O:39])[N:13]3[C:14]([C:22]([O-:24])=[O:23])=[C:15]([C:18]([O:20][CH3:21])=[O:19])[CH2:16][S:17][C@H:12]23)=[O:9])[CH:6]=[CH:5][CH:4]=[CH:3][CH:2]=1.[C:1]1([CH:7]([C:40]([OH:42])=[O:41])[C:8]([NH:10][CH:11]2[C:38](=[O:39])[N:13]3[C:14]([C:22]([O-:24])=[O:23])=[C:15]([C:18]([O:20][CH3:21])=[O:19])[CH2:16][S:17][C@H:12]23)=[O:9])[CH:6]=[CH:5][CH:4]=[CH:3][CH:2]=1 |f:2.3,7.8.9.10|. Procedure: Benzhydryl 7-(2-phenyl-2-tert-butoxycarbonylacetamido)-3-methoxycarbonyl-3-cephem-4-carboxylate (0.257 g., 0.399 mmol.) was dissolved in 40 ml. 97-100% formic acid and allowed to react for 1 hour at room temperature. The reaction mixture was evaporated to dryness to give a residue which was dissolved in ethyl acetate and extracted with sodium bicarbonate solution. The aqueous extracts were combined, layered with cold ethyl acetate, and acidified with cold 1N.HCl. The organic layer was separated,... Starting materials: OC1=NSN=C1OC1=CC=CC=C1 (3-hydroxy-4-phenoxy-1,2,5-thiadiazole), C([O-])([O-])=O.[K+].[K+] (potassium carbonate), CN(C(=O)Cl)C (dimethylcarbamoyl chloride). The solvent is C(C)#N (acetonitrile), O (water). Yields the product CN(C(OC=1C(=NSN1)OC1=CC=CC=C1)=O)C (3-phenoxy-1,2,5-thiadiazol-4-yl N,N-dimethylcarbamate). The yield is 95.7%. As a reaction SMILES: [OH:1][C:2]1[C:6]([O:7][C:8]2[CH:13]=[CH:12][CH:11]=[CH:10][CH:9]=2)=[N:5][S:4][N:3]=1.C(=O)([O-])[O-].[K+].[K+].[CH3:20][N:21]([CH3:25])[C:22](Cl)=[O:23]>C(#N)C.O>[CH3:20][N:21]([CH3:25])[C:22](=[O:23])[O:1][C:2]1[C:6]([O:7][C:8]2[CH:13]=[CH:12][CH:11]=[CH:10][CH:9]=2)=[N:5][S:4][N:3]=1 |f:1.2.3|. Procedure: In acetonitrile were suspended 0.80 g of 3-hydroxy-4-phenoxy-1,2,5-thiadiazole and 0.46 g of potassium carbonate and after adding 0.36 g of dimethylcarbamoyl chloride to the suspension, the mixture was refluxed for 12 hours. After allowing to cool, the reaction mixture was poured in water and extracted with ether. The ether layer was washed twice each time with a diluted aqueous solution of sodium hydroxide, water, and then a saturated aqueous sodium chloride solution. The ether layer thus washe... Reactants: COC(=O)CBr, CN(C)C=O, O=C1NCc2c(O)cccc21. Yields the product O=C1NCc2ccccc21. As a reaction SMILES: [Br:12][CH2:13][C:14]([O:15][CH3:16])=[O:17].[O:18]=[CH:19][N:20]([CH3:21])[CH3:22].[OH:1][c:2]1[c:3]2[c:7]([cH:8][cH:9][cH:10]1)[C:6](=[O:11])[NH:5][CH2:4]2>>[cH:2]1[c:3]2[c:7]([cH:8][cH:9][cH:10]1)[C:6](=[O:11])[NH:5][CH2:4]2. Starting materials: Cl (Hydrochloric acid), C(CCC)C=1N(C2=C(C=NC=3C=CC=CC23)N1)CCCNC(OC(C)(C)C)=O (Tert-butyl 3-(2-butyl-1H-imidazo[4,5-c]quinolin-1-yl)propylcarbamate), acid. Solvent: O1CCOCC1 (1,4-dioxane). Product: Cl.C(CCC)C=1N(C2=C(C=NC=3C=CC=CC23)N1)CCCN (3-(2-butyl-1H-imidazo[4,5-c]quinolin-1-yl)propylamine hydrochloride). RXN SMILES: [CH2:1]([C:5]1[N:6]([CH2:18][CH2:19][CH2:20][NH:21]C(=O)OC(C)(C)C)[C:7]2[C:16]3[CH:15]=[CH:14][CH:13]=[CH:12][C:11]=3[N:10]=[CH:9][C:8]=2[N:17]=1)[CH2:2][CH2:3][CH3:4].[ClH:29]>O1CCOCC1>[ClH:29].[CH2:1]([C:5]1[N:6]([CH2:18][CH2:19][CH2:20][NH2:21])[C:7]2[C:16]3[CH:15]=[CH:14][CH:13]=[CH:12][C:11]=3[N:10]=[CH:9][C:8]=2[N:17]=1)[CH2:2][CH2:3][CH3:4] |f:3.4|. Procedure: Tert-butyl 3-(2-butyl-1H-imidazo[4,5-c]quinolin-1-yl)propylcarbamate (˜80 g) was dissolved in 1,4-dioxane (400 mL) with gentle heating. Hydrochloric acid (55 mL of 4.0 M in 1,4-dioxane) was added in a single portion and the reaction was heated to reflux. The reaction was monitored by HPLC. Additional acid (150-200 mL) was added and the reaction mixture was refluxed until the reaction was complete. The reaction mixture was cooled to ambient temperature. A solid was isolated by filtration to give ... Reactants: CC1=CC=C(C=C1)S(=O)(=O)OCCN(S(=O)(=O)C1=CC=C(C=C1)C)C[C@@H](C)O (2-{[(2R)-2-hydroxypropyl][(4-methylphenyl)sulfonyl]amino}ethyl 4-methylbenzenesulfonate), [H-].[Na+] (NaH), O (water). Run in C1CCOC1 (THF). Reaction conditions: time 14 hour. The product is C[C@@H]1CN(CCO1)S(=O)(=O)C1=CC=C(C=C1)C ((2R)-2-Methyl-4-[(4-methylphenyl)sulfonyl]morpholine). Reaction SMILES: CC1C=CC(S(O[CH2:12][CH2:13][N:14]([CH2:25][C@H:26]([OH:28])[CH3:27])[S:15]([C:18]2[CH:23]=[CH:22][C:21]([CH3:24])=[CH:20][CH:19]=2)(=[O:17])=[O:16])(=O)=O)=CC=1.[H-].[Na+].O>C1COCC1>[CH3:27][C@H:26]1[O:28][CH2:12][CH2:13][N:14]([S:15]([C:18]2[CH:19]=[CH:20][C:21]([CH3:24])=[CH:22][CH:23]=2)(=[O:16])=[O:17])[CH2:25]1 |f:1.2|. Procedure: To a solution of 2-{[(2R)-2-hydroxypropyl][(4-methylphenyl)sulfonyl]amino}ethyl 4-methylbenzenesulfonate (340 g, 0.80 mol) in dry THF (3 L) at 0° C. was added NaH (60%, 120 g, 3.00 mol) portion wise. The reaction mixture was warmed to room temperature and stirred for 14 h. The reaction was then cooled to 0° C., and water (100 mL) was added to quench the reaction. The mixture was completely quenched by pouring into water (1 L) and the phases were separated. The aqueous phase was extracted with Et... Reactants: COC(=O)C1=CC=C(C=C1)C=1C=CC2=C(C=C(CCC2)C(=O)NC2=CC=C(C=C2)CN(C2CCOCC2)C)C1 (2-(4-methoxycarbonylphenyl)-N-[4-[[N-methyl-N-(tetrahydropyran-4-yl)amino]methyl]phenyl]-6,7-dihydro-5H-benzocyclohepten-8-carboxamide). Run in CO (methanol), C1CCOC1 (THF), [OH-].[Na+] (NaOH). Yields the product C(=O)(O)C1=CC=C(C=C1)C=1C=CC2=C(C=C(CCC2)C(=O)NC2=CC=C(C=C2)CN(C2CCOCC2)C)C1 (2-(4-carboxyphenyl)-N-[4-[[N-methyl-N-(tetrahydropyran-4-yl)amino]methyl]phenyl]-6,7-dihydro-5H-benzocyclohepten-8-carboxamide). The yield is 86.3%. RXN SMILES: C[O:2][C:3]([C:5]1[CH:10]=[CH:9][C:8]([C:11]2[CH:12]=[CH:13][C:14]3[CH2:20][CH2:19][CH2:18][C:17]([C:21]([NH:23][C:24]4[CH:29]=[CH:28][C:27]([CH2:30][N:31]([CH3:38])[CH:32]5[CH2:37][CH2:36][O:35][CH2:34][CH2:33]5)=[CH:26][CH:25]=4)=[O:22])=[CH:16][C:15]=3[CH:39]=2)=[CH:7][CH:6]=1)=[O:4]>CO.C1COCC1.[OH-].[Na+]>[C:3]([C:5]1[CH:6]=[CH:7][C:8]([C:11]2[CH:12]=[CH:13][C:14]3[CH2:20][CH2:19][CH2:18][C:17]([C:21]([NH:23][C:24]4[CH:29]=[CH:28][C:27]([CH2:30][N:31]([CH3:38])[CH:32]5[CH2:37][CH2:36][O:35][CH2:34][CH2:33]5)=[CH:26][CH:25]=4)=[O:22])=[CH:16][C:15]=3[CH:39]=2)=[CH:9][CH:10]=1)([OH:4])=[O:2] |f:3.4|. Procedure details: A mixture of 2-(4-methoxycarbonylphenyl)-N-[4-[[N-methyl-N-(tetrahydropyran-4-yl)amino]methyl]phenyl]-6,7-dihydro-5H-benzocyclohepten-8-carboxamide (0.25 g) in methanol (25 ml), THF (25 ml) and 1N NaOH (5 ml) was refluxed overnight. The reaction mixture was concentrated, and neutralized using 1N HCl. The precipitate was filtered, washed with water and dried to give 2-(4-carboxyphenyl)-N-[4-[[N-methyl-N-(tetrahydropyran-4-yl)amino]methyl]phenyl]-6,7-dihydro-5H-benzocyclohepten-8-carboxamide (0.21... Reactants: CC(C)(C)[O-].[K+] (potassium tert-butylate), C1COCCOCCOCCOCCOCCO1 (18-crown-6), [I-].[K+] (potassium iodide), C(C=C)OC1=C(C=C(C=O)C=C1)OC (4-allyloxy-3-methoxybenzaldehyde), Example 2 ( b ), tetraethyl stilbene 4,4'-bis(methylenephosphonate), ClC1=CC=C(CP(OCC)(OCC)=O)C=C1 (diethyl 4-chlorobenzylphosphonate). Run in C1(=CC=CC=C1)OC (anisole), C1(=CC=CC=C1)OC (anisole). Reaction conditions: time 3 hour. The product is C=1(C(OC)=CC=CC1)OC (veratrol), yellow crystals. The yield is 73.0%. As a reaction SMILES: ClC1C=CC(CP(=O)(OCC)OCC)=CC=1.[CH2:17]([O:20][C:21]1[CH:28]=[CH:27][C:24](C=O)=[CH:23][C:22]=1[O:29][CH3:30])C=C.CC([O-])(C)C.[K+].C1OCCOCCOCCOCCOCCOC1.[I-].[K+]>C1(OC)C=CC=CC=1>[C:22]1([O:29][CH3:30])[C:21](=[CH:28][CH:27]=[CH:24][CH:23]=1)[O:20][CH3:17] |f:2.3,5.6|. Reported procedure: A solution containing 147.0 g (306 mmol) of the tetraethyl stilbene-4,4'-bis(methylenephosphonate) described in (c) above and 129.4 g (673 mmol) of the 4-allyloxy-3-methoxybenzaldehyde described in Example 2 (b) above in 900 ml of anisole, is added dropwise with stirring and at a temperature of 0° to 10° C. to a suspension containing 94.4 g (841 mmol) of potassium tert-butylate, 6.1 g (23 mmol) of 18-crown-6 and 1.75 g (10 mmol) of potassium iodide in 1300 ml of anisole. The mixture is then stir...